This data is from the Open Reaction Database (ORD), a public repository of structured organic reaction records. The task is: describe an organic reaction: reactants, conditions, products, and yield The reactants are ClC1=CC=C(C=C1)SC1=C(N=C(N1C)C1=NC=CC=C1)C1=CC=C(C(=O)NN)C=C1 (4-{5-[(4-chlorophenyl)thio]-1-methyl-2-pyridin-2-yl-1H-imidazol-4-yl}benzohydrazide), C(=O)(Cl)Cl (phosgene). Solvent: C1CCOC1 (THF). Conditions: temperature -78 celsius, time 60 minute. The product is ClC1=CC=C(C=C1)SC1=C(N=C(N1C)C1=NC=CC=C1)C1=CC=C(C=C1)C1=NNC(O1)=O (5-(4-{5-[(4-Chlorophenyl)thio]-1-methyl-2-pyridin-2-yl-1H-imidazol-4-yl}phenyl)-1,3,4-oxadiazol-2(3H)-one). As a reaction SMILES: [Cl:1][C:2]1[CH:7]=[CH:6][C:5]([S:8][C:9]2[N:13]([CH3:14])[C:12]([C:15]3[CH:20]=[CH:19][CH:18]=[CH:17][N:16]=3)=[N:11][C:10]=2[C:21]2[CH:30]=[CH:29][C:24]([C:25]([NH:27][NH2:28])=[O:26])=[CH:23][CH:22]=2)=[CH:4][CH:3]=1.[C:31](Cl)(Cl)=[O:32]>C1COCC1>[Cl:1][C:2]1[CH:7]=[CH:6][C:5]([S:8][C:9]2[N:13]([CH3:14])[C:12]([C:15]3[CH:20]=[CH:19][CH:18]=[CH:17][N:16]=3)=[N:11][C:10]=2[C:21]2[CH:22]=[CH:23][C:24]([C:25]3[O:26][C:31](=[O:32])[NH:28][N:27]=3)=[CH:29][CH:30]=2)=[CH:4][CH:3]=1. Procedure details: To 4-{5-[(4-chlorophenyl)thio]-1-methyl-2-pyridin-2-yl-1H-imidazol-4-yl}benzohydrazide (Step 1 of Example 48, 120 mg, 0.27 mmol) in THF (1 mL) was added phosgene (PhMe solution, 0.55 mmol) at −78° C. After stirring at −78° C. for 60 min, the reaction was quenched with aq NaHCO3 and the product was extracted with EtOAc. The combined extracts were washed with water, brine, dried over MgSO4, filtered, and concentrated. The residue was re-crystallized in MeCN/MeOH to afford the title compound. 1H NM... The reactants are N1=C(C=CC=C1)[C@H](C)N ((S)-1-(pyridin-2-yl)ethanamine), C(C)(C)(C)OC(=O)C1=C(C=CC=C1)C1=CC=C(C=C1)CN1C(=C(C2=CC(=CC=C12)C(=O)O)C)C (1-((2′-(tert-butoxycarbonyl)-[1,1′-biphenyl]-4-yl)methyl)-2,3-dimethyl-1H-indole-5-carboxylic acid). The product is CC=1N(C2=CC=C(C=C2C1C)C(N[C@@H](C)C1=NC=CC=C1)=O)CC1=CC=C(C=C1)C=1C(=CC=CC1)C(=O)O ((S)-4′-((2,3-dimethyl-5-((1-(pyridin-2-yl)ethyl)carbamoyl)-1H-indol-1-yl)methyl)-[1,1′-biphenyl]-2-carboxylic acid). As a reaction SMILES: [N:1]1[CH:6]=[CH:5][CH:4]=[CH:3][C:2]=1[C@@H:7]([NH2:9])[CH3:8].C([O:14][C:15]([C:17]1[CH:22]=[CH:21][CH:20]=[CH:19][C:18]=1[C:23]1[CH:28]=[CH:27][C:26]([CH2:29][N:30]2[C:38]3[C:33](=[CH:34][C:35]([C:39](O)=[O:40])=[CH:36][CH:37]=3)[C:32]([CH3:42])=[C:31]2[CH3:43])=[CH:25][CH:24]=1)=[O:16])(C)(C)C>>[CH3:43][C:31]1[N:30]([CH2:29][C:26]2[CH:27]=[CH:28][C:23]([C:18]3[C:17]([C:15]([OH:16])=[O:14])=[CH:22][CH:21]=[CH:20][CH:19]=3)=[CH:24][CH:25]=2)[C:38]2[C:33]([C:32]=1[CH3:42])=[CH:34][C:35]([C:39](=[O:40])[NH:9][C@H:7]([C:2]1[CH:3]=[CH:4][CH:5]=[CH:6][N:1]=1)[CH3:8])=[CH:36][CH:37]=2. Procedure details: The title compound was prepared following the same general protocol as described in Step 8-9, Example 1, using the (S)-1-(pyridin-2-yl)ethanamine and the 1-((2′-(tert-butoxycarbonyl)-[1,1′-biphenyl]-4-yl)methyl)-2,3-dimethyl-1H-indole-5-carboxylic acid. ESI-MS (m/z): 504 [M+H]+. Reactants: NCCCC(=O)O (γ-aminobutyric acid), Cl (hydrochloric acid), CC(=C)C(=O)Cl (methacryl chloride), C(C)#N (acetonitrile). The solvent is O (water), [OH-].[Na+] (sodium hydroxide), O (water), [N+](=O)([O-])C1=CC=CC=C1 (nitrobenzene), [OH-].[Na+] (sodium hydroxide). Conditions: temperature 0 celsius. Product: C(C(=C)C)(=O)NCCCC(=O)O (N-methacryloyl-γ-aminobutyric acid). Isolated yield 89.8%. Reaction SMILES: [NH2:1][CH2:2][CH2:3][CH2:4][C:5]([OH:7])=[O:6].[CH3:8][C:9]([C:11](Cl)=[O:12])=[CH2:10].C(#N)C.Cl>[OH-].[Na+].O.[N+](C1C=CC=CC=1)([O-])=O>[C:11]([NH:1][CH2:2][CH2:3][CH2:4][C:5]([OH:7])=[O:6])(=[O:12])[C:9]([CH3:10])=[CH2:8] |f:4.5|. Procedure: In a solution of 38 g of sodium hydroxide, 200 ml of water, and 2 ml of nitrobenzene was dissolved 100 g of γ-aminobutyric acid while stirring, followed by cooling to 0° C. To the aqueous solution were added simultaneously 107.5 g of methacryl chloride and an aqueous solution of 45 g of sodium hydroxide in 100 ml of water. After completion of the reaction, 400 ml of acetonitrile was added thereto. After the reaction mixture was made acidic with 80 ml of concentrated hydrochloric acid, the mixtur... The reactants are CCO, CC(C)NC(C)C, CCCNCC1CC1, COCCNS(=O)(=O)c1ccc(NC(=O)c2cc(Cl)ncn2)c(C)c1. Product: CCCN(CC1CC1)c1cc(C(=O)Nc2ccc(S(=O)(=O)NCCOC)cc2C)ncn1. RXN SMILES: [CH3:41][CH2:42][OH:43].[CH:26]([NH:27][CH:28]([CH3:29])[CH3:30])([CH3:31])[CH3:32].[CH:33]1([CH2:36][NH:37][CH2:38][CH2:39][CH3:40])[CH2:34][CH2:35]1.[Cl:1][c:2]1[cH:3][c:4]([C:8](=[O:9])[NH:10][c:11]2[c:12]([CH3:25])[cH:13][c:14]([S:17]([NH:18][CH2:19][CH2:20][O:21][CH3:22])(=[O:23])=[O:24])[cH:15][cH:16]2)[n:5][cH:6][n:7]1>>[c:2]1([N:37]([CH2:36][CH:33]2[CH2:34][CH2:35]2)[CH2:38][CH2:39][CH3:40])[cH:3][c:4]([C:8](=[O:9])[NH:10][c:11]2[c:12]([CH3:25])[cH:13][c:14]([S:17]([NH:18][CH2:19][CH2:20][O:21][CH3:22])(=[O:23])=[O:24])[cH:15][cH:16]2)[n:5][cH:6][n:7]1. The reactants are NC(=CC(=O)OCC)C(=O)OCC (Ethyl β-amino-β-ethoxycarbonylacrylate), CC(C=O)=C (2-methyl-2-propenal), four. Run in C(C)(=O)O (acetic acid). Conditions: temperature 80 celsius. The product is CC=1C=C(C(=NC1)C(=O)OCC)C(=O)OCC (5-methyl-2,3-diethoxycarbonylpyridine). The yield is 28.7%. RXN SMILES: [NH2:1][C:2]([C:9]([O:11][CH2:12][CH3:13])=[O:10])=[CH:3][C:4]([O:6][CH2:7][CH3:8])=[O:5].[CH3:14][C:15](=[CH2:18])[CH:16]=O>C(O)(=O)C>[CH3:18][C:15]1[CH:14]=[C:3]([C:4]([O:6][CH2:7][CH3:8])=[O:5])[C:2]([C:9]([O:11][CH2:12][CH3:13])=[O:10])=[N:1][CH:16]=1. Procedure details: Ethyl β-amino-β-ethoxycarbonylacrylate 18.7 g (0.1 mol), 2-methyl-2-propenal 7.5 g (0.107 mol), and glacial acetic acid 50 g were placed in a 100 ml four neck distillation flask with a reflux condenser and the temperature of the mixture was raised to 80° C. on an oil bath over a period of 1 hour. Then, the mixture was reacted at 80° to 85° C. for 5 hours. After completion of the reaction, the reaction mixture was distilled to give 6.8 g of 5-methyl-2,3-diethoxycarbonylpyridine (bp3.5 : 160° to 1...